The task is: describe an organic reaction: reactants, conditions, products, and yield. This data is from the Open Reaction Database (ORD), a public repository of structured organic reaction records. The reactants are CC(C)(C)OC(=O)CCNCS(=O)(=O)c1cccc(Cl)c1Cl, C1CCOC1, O=C(O)C(F)(F)F. The product is O=C(O)CCNCS(=O)(=O)c1cccc(Cl)c1Cl. Reaction SMILES: [Cl:1][c:2]1[c:3]([S:9](=[O:10])(=[O:11])[CH2:12][NH:13][CH2:14][CH2:15][C:16](=[O:17])[O:18][C:19]([CH3:20])([CH3:21])[CH3:22])[cH:4][cH:5][cH:6][c:7]1[Cl:8].[O:30]1[CH2:31][CH2:32][CH2:33][CH2:34]1.[OH:23][C:24]([C:25]([F:26])([F:27])[F:28])=[O:29]>>[Cl:1][c:2]1[c:3]([S:9](=[O:10])(=[O:11])[CH2:12][NH:13][CH2:14][CH2:15][C:16](=[O:17])[OH:18])[cH:4][cH:5][cH:6][c:7]1[Cl:8]. Starting materials: [H-].[Na+] (sodium hydride), COC1=C(C=CC=C1)C1=NC2=C(C=CC=C2C=C1CO)C ((2-(2-methoxyphenyl)-8-methylquinolin-3-yl)methanol), N1=CN=C2N=CNC2=C1.C1CN2CCN1CC2 (purine DABCO), ClC1=C2NC=NC2=NC=N1 (6-Chloropurine), C1CN2CCN1CC2 (DABCO). Solvent: CS(=O)C (DMSO), CS(=O)C (DMSO). Run at time 30 minute. The product is N1=CN=C2NC=NC2=C1OCC=1C(=NC2=C(C=CC=C2C1)C)C1=C(C=CC=C1)OC (3-((9H-purin-6-yloxy)methyl)-2-(2-methoxyphenyl)-8-methylquinoline). As a reaction SMILES: Cl[C:2]1[N:10]=[CH:9][N:8]=[C:7]2[C:3]=1[NH:4][CH:5]=[N:6]2.C1N2CCN(CC2)C1.[H-].[Na+].[CH3:21][O:22][C:23]1[CH:28]=[CH:27][CH:26]=[CH:25][C:24]=1[C:29]1[C:38]([CH2:39][OH:40])=[CH:37][C:36]2[C:31](=[C:32]([CH3:41])[CH:33]=[CH:34][CH:35]=2)[N:30]=1.N1C=C2C(N=CN2)=NC=1.C1N2CCN(CC2)C1>CS(C)=O>[N:10]1[C:2]([O:40][CH2:39][C:38]2[C:29]([C:24]3[CH:25]=[CH:26][CH:27]=[CH:28][C:23]=3[O:22][CH3:21])=[N:30][C:31]3[C:36]([CH:37]=2)=[CH:35][CH:34]=[CH:33][C:32]=3[CH3:41])=[C:3]2[C:7]([NH:6][CH:5]=[N:4]2)=[N:8][CH:9]=1 |f:2.3,5.6|. Reported procedure: Prepared according to modified Procedure L. 6-Chloropurine (0.077 g, 0.5 mmol, 2 eq) and DABCO (0.112 g, 1 mmol, 4 eq) were stirred in DMSO (0.7 mL) at room temperature for 5 h. In a separate flask, sodium hydride (0.040 g, 1 mmol, 4 eq) was added portion-wise to a stirring solution of (2-(2-methoxyphenyl)-8-methylquinolin-3-yl)methanol (0.070 g, 0.25 mmol) in DMSO (0.5 mL), and after 30 minutes, the purine-DABCO salt was added to this mixture. The reaction stirred at room temperature 18 h. 3-((... Reaction conditions: temperature 100 celsius. Procedure details: A 25-mL single-neck round-bottomed flask equipped with a magnetic stirrer and a reflux condenser was charged with 313e (150 mg, 0.43 mmol), {3-[(acetoxy)methyl]-2-{4,4-dimethyl-9-oxo-1,10-diazatricyclo[6.4.0.02,6]dodeca-2(6),7-dien-10-yl}pyridin-4-yl}boronic acid 199e (170 mg, 0.43 mmol), K3PO4 (183 mg, 0.86 mmol), sodium acetate (71 mg, 0.86 mmol), Pd(dppf)Cl2 (35 mg, 0.043 mmol), acetonitrile (10 mL), and water (0.5 mL). The system was subjected to three cycles of vacuum/nitrogen flush and hea... The solvent is O (water), C(C)#N (acetonitrile). Starting materials: BrC=1C=C(C(N(C1)C)=O)NC1=NN2C(CN(C(C2)=O)C)=C1 (2-(5-Bromo-1-methyl-2-oxo-1,2-dihydropyridin-3-ylamino)-5-methyl-4,5-dihydropyrazolo[1,5-a]pyrazin-6(7H)-one), C(C)(=O)OCC=1C(=NC=CC1B1OC(C(O1)(C)C)(C)C)N1C(C2=CC=3CC(CC3N2CC1)(C)C)=O ((2-{4,4-dimethyl-9-oxo-1,10-diazatricyclo[6.4.0.02,6]dodeca-2(6),7-dien-10-yl}-4-(tetramethyl-1,3,2-dioxaborolan-2-yl)pyridin-3-yl)methyl acetate), [O-]P(=O)([O-])[O-].[K+].[K+].[K+] (K3PO4), C(C)(=O)[O-].[Na+] (sodium acetate). Yield: 48.8%. Reaction SMILES: Br[C:2]1[CH:3]=[C:4]([NH:10][C:11]2[CH:21]=[C:14]3[CH2:15][N:16]([CH3:20])[C:17](=[O:19])[CH2:18][N:13]3[N:12]=2)[C:5](=[O:9])[N:6]([CH3:8])[CH:7]=1.[C:22]([O:25][CH2:26][C:27]1[C:28]([N:42]2[CH2:53][CH2:52][N:51]3[C:44](=[CH:45][C:46]4[CH2:47][C:48]([CH3:55])([CH3:54])[CH2:49][C:50]=43)[C:43]2=[O:56])=[N:29][CH:30]=[CH:31][C:32]=1B1OC(C)(C)C(C)(C)O1)(=[O:24])[CH3:23].[O-]P([O-])([O-])=O.[K+].[K+].[K+].C([O-])(=O)C.[Na+]>C1C=CC(P(C2C=CC=CC=2)[C-]2C=CC=C2)=CC=1.C1C=CC(P(C2C=CC=CC=2)[C-]2C=CC=C2)=CC=1.Cl[Pd]Cl.[Fe+2].O.C(#N)C>[C:22]([O:25][CH2:26][C:27]1[C:28]([N:42]2[CH2:53][CH2:52][N:51]3[C:44](=[CH:45][C:46]4[CH2:47][C:48]([CH3:55])([CH3:54])[CH2:49][C:50]=43)[C:43]2=[O:56])=[N:29][CH:30]=[CH:31][C:32]=1[C:2]1[CH:3]=[C:4]([NH:10][C:11]2[CH:21]=[C:14]3[CH2:15][N:16]([CH3:20])[C:17](=[O:19])[CH2:18][N:13]3[N:12]=2)[C:5](=[O:9])[N:6]([CH3:8])[CH:7]=1)(=[O:24])[CH3:23] |f:2.3.4.5,6.7,8.9.10.11|. The reagents and catalysts are C1=CC=C(C=C1)P([C-]2C=CC=C2)C3=CC=CC=C3.C1=CC=C(C=C1)P([C-]2C=CC=C2)C3=CC=CC=C3.Cl[Pd]Cl.[Fe+2] (Pd(dppf)Cl2). Product: C(C)(=O)OCC=1C(=NC=CC1C1=CN(C(C(=C1)NC1=NN2C(CN(C(C2)=O)C)=C1)=O)C)N1C(C2=CC=3CC(CC3N2CC1)(C)C)=O ((2-{4,4-Dimethyl-9-oxo-1,10-diazatricyclo[6.4.0.02,6]dodeca-2(6),7-dien-10-yl}-4-[1-methyl-5-({5-methyl-6-oxo-4H,5H,6H,7H-pyrazolo[1,5-a]pyrazin-2-yl}amino)-6-oxo-1,6-dihydropyridin-3-yl]pyridin-3-yl)methyl Acetate). The reactants are ClC1=NC=CC=C1C=1N=C(OC1C=1C(=NC=CC1)Cl)N (4, 5-di-(2-chloropyridin-3-yl)-2-aminooxazole), C(CCC)ON=O (butylnitrite). The solvent is O1CCCC1 (tetrahydrofuran). Product: ClC1=NC=CC=C1C=1N=COC1C=1C(=NC=CC1)Cl (4, 5-di-(2-chloropyridin-3-yl)oxazole). The yield is 35.0%. Reaction SMILES: [Cl:1][C:2]1[C:7]([C:8]2[N:9]=[C:10](N)[O:11][C:12]=2[C:13]2[C:14]([Cl:19])=[N:15][CH:16]=[CH:17][CH:18]=2)=[CH:6][CH:5]=[CH:4][N:3]=1.C(ON=O)CCC>O1CCCC1>[Cl:1][C:2]1[C:7]([C:8]2[N:9]=[CH:10][O:11][C:12]=2[C:13]2[C:14]([Cl:19])=[N:15][CH:16]=[CH:17][CH:18]=2)=[CH:6][CH:5]=[CH:4][N:3]=1. Procedure: To a solution of 4, 5-di-(2-chloropyridin-3-yl)-2-aminooxazole (0.030 g) in tetrahydrofuran (3 mL) was added butylnitrite (0.033 g). The mixture was heated under reflux for 3 hours. The solvent was evaporated, and the residue was fractionated by chromatography to give 4, 5-di-(2-chloropyridin-3-yl)oxazole (0.010 g) as a solid. mp 157-158° C.